Dataset: the Open Reaction Database (ORD), a public repository of structured organic reaction records. Task: describe an organic reaction: reactants, conditions, products, and yield Reactants: CCOCC, Cc1ccc2c(c1)C(Cl)c1ccccc1CO2, Cc1ccccc1, Cl, [Na+], [OH-], O, OCCN1CCNCC1. Yields the product Cc1ccc2c(c1)C(N1CCN(CCO)CC1)c1ccccc1CO2. RXN SMILES: [CH2:37]([O:38][CH2:39][CH3:40])[CH3:41].[CH3:1][c:2]1[cH:3][c:4]2[c:5]([cH:16][cH:17]1)[O:6][CH2:7][c:8]1[c:9]([cH:12][cH:13][cH:14][cH:15]1)[CH:10]2[Cl:11].[CH3:30][c:31]1[cH:32][cH:33][cH:34][cH:35][cH:36]1.[ClH:27].[Na+:29].[OH-:28].[OH2:42].[OH:18][CH2:19][CH2:20][N:21]1[CH2:22][CH2:23][NH:24][CH2:25][CH2:26]1>>[CH3:1][c:2]1[cH:3][c:4]2[c:5]([cH:16][cH:17]1)[O:6][CH2:7][c:8]1[c:9]([cH:12][cH:13][cH:14][cH:15]1)[CH:10]2[N:24]1[CH2:23][CH2:22][N:21]([CH2:20][CH2:19][OH:18])[CH2:26][CH2:25]1. Starting materials: O (water), COC1=CC=C(CCl)C=C1 (4-methoxybenzyl chloride), FC1=CC=C(C=N1)C1C(OC2=C1C(=C(C(=C2C)C)N2CCNCC2)C)(C)C (1-(3-(6-fluoropyridine-3-yl)-2,2,4,6,7-pentamethyl-2,3-dihydro-1-benzofuran-5-yl)piperazine), C([O-])([O-])=O.[K+].[K+] (potassium carbonate). Run in CN(C)C=O (DMF). Run at time 3 hour. Yields the product free salt, Cl.Cl.FC1=CC=C(C=N1)C1C(OC2=C1C(=C(C(=C2C)C)N2CCN(CC2)CC2=CC=C(C=C2)OC)C)(C)C (1-(3-(6-fluoropyridine-3-yl)-2,2,4,6,7-pentamethyl-2,3-dihydro-1-benzofuran-5-yl)-4-(4-methoxyphenyl)methylpiperazine dihydrochloride). Isolated yield 75.0%. As a reaction SMILES: [CH3:1][O:2][C:3]1[CH:10]=[CH:9][C:6]([CH2:7][Cl:8])=[CH:5][CH:4]=1.[F:11][C:12]1[N:17]=[CH:16][C:15]([CH:18]2[C:22]3[C:23]([CH3:35])=[C:24]([N:29]4[CH2:34][CH2:33][NH:32][CH2:31][CH2:30]4)[C:25]([CH3:28])=[C:26]([CH3:27])[C:21]=3[O:20][C:19]2([CH3:37])[CH3:36])=[CH:14][CH:13]=1.C(=O)([O-])[O-].[K+].[K+].O>CN(C=O)C>[ClH:8].[ClH:8].[F:11][C:12]1[N:17]=[CH:16][C:15]([CH:18]2[C:22]3[C:23]([CH3:35])=[C:24]([N:29]4[CH2:30][CH2:31][N:32]([CH2:7][C:6]5[CH:9]=[CH:10][C:3]([O:2][CH3:1])=[CH:4][CH:5]=5)[CH2:33][CH2:34]4)[C:25]([CH3:28])=[C:26]([CH3:27])[C:21]=3[O:20][C:19]2([CH3:37])[CH3:36])=[CH:14][CH:13]=1 |f:2.3.4,7.8.9|. Procedure: 4-methoxybenzyl chloride (0.16 mL, 1.2 mmol) was added to a mixture of 1-(3-(6-fluoropyridine-3-yl)-2,2,4,6,7-pentamethyl-2,3-dihydro-1-benzofuran-5-yl)piperazine (369 mg, one mmol) obtained in Example 127 and potassium carbonate (138 mg, 1 mmol) in DMF (5 ml) and the mixture was stirred at room temperature for 3 hours. The resulting mixture was poured into water and extracted with ethyl acetate. The organic extract was washed three times using saturated aqueous sodium chloride, dried over anhyd... The reactants are ClCCCCCO (5-chloropentanol), O1C(=CC=C1)[Li] (2-furyllithium), [Cl-].[NH4+] (ammonium chloride), C(CCC)[Li] (n-butyllithium), O1C=CC=C1 (furan). Solvent: CCOCC (ether), CCOCC (ether), CCCCCC (hexane). Conditions: temperature 0 celsius. Product: ClCCCC(O)C=1OC=CC1 (4-chloro-1-(2-furyl)-1-butanol). Reaction SMILES: [O:1]1[CH:5]=[CH:4][CH:3]=[C:2]1[Li].C([Li])CCC.[O:12]1[CH:16]=[CH:15][CH:14]=[CH:13]1.[Cl:17]CCCCCO.[Cl-].[NH4+]>CCOCC.CCCCCC>[Cl:17][CH2:16][CH2:15][CH2:14][CH:13]([C:2]1[O:1][CH:5]=[CH:4][CH:3]=1)[OH:12] |f:4.5|. Reported procedure: To a stirred suspension of 2-furyllithium (prepared from n-butyllithium and furan by the procedure of J. Org. Chem., 27, 1216 (1962) in ether and hexane at -78° C is added a solution of 4-chlorobutanol [Chem. Abstr., 59, 7579F (1963)] in of ether The mixture is warmed to 0° C and treated with saturated ammonium chloride. The ether phase is washed with water and brine, dried over magnesium sulfate and potassium carbonate mixture, and concentrated to give a liquid. Reactants: BrC=1C=C2C(=CNC2=CC1)C1CCN(CC1)C (5-bromo-3-(1-methylpiperidin-4-yl)-1H-indole), CN(C(C1=CC=C(C=C1)Cl)=O)OC (N-methyl-N-methoxy-4-chlorobenzamide), [H-].[K+] (potassium hydride), C(C)(C)(C)[Li] (t-butyllithium). The solvent is O1CCCC1 (tetrahydrofuran), O1CCCC1 (tetrahydrofuran), O1CCCC1 (tetrahydrofuran). Reaction conditions: temperature -78 celsius, time 30 minute. Product: ClC1=CC=C(C(=O)C=2C=C3C(=CNC3=CC2)C2CCN(CC2)C)C=C1 (5-(4-chlorobenzoyl)-3-(1-methylpiperidin-4-yl)-1H-indole). As a reaction SMILES: [H-].[K+].Br[C:4]1[CH:5]=[C:6]2[C:10](=[CH:11][CH:12]=1)[NH:9][CH:8]=[C:7]2[CH:13]1[CH2:18][CH2:17][N:16]([CH3:19])[CH2:15][CH2:14]1.C([Li])(C)(C)C.CN(OC)[C:27](=[O:35])[C:28]1[CH:33]=[CH:32][C:31]([Cl:34])=[CH:30][CH:29]=1>O1CCCC1>[Cl:34][C:31]1[CH:32]=[CH:33][C:28]([C:27]([C:4]2[CH:5]=[C:6]3[C:10](=[CH:11][CH:12]=2)[NH:9][CH:8]=[C:7]3[CH:13]2[CH2:18][CH2:17][N:16]([CH3:19])[CH2:15][CH2:14]2)=[O:35])=[CH:29][CH:30]=1 |f:0.1|. Procedure details: To a suspension of 0.21 gm (1.05 mMol) potassium hydride in 5.0 mL tetrahydrofuran at 0° C. were added a solution of 0.3 gm (1.0 mMol) 5-bromo-3-(1-methylpiperidin-4-yl)-1H-indole in 5.0 mL tetrahydrofuran and the solution stirred for about 30 minutes. The resulting mixture was cooled to about -78° C. and to it were added 1.47 mL (2.3 mMol) t-butyllithium, which had been precooled to -78° C., via cannula. After about 15 minutes, a solution of 1.0 gm (5.0 mMol) N-methyl-N-methoxy-4-chlorobenzamid... The reactants are CCCC[N+](CCCC)(CCCC)CCCC, C1CCOC1, COCOc1cc(CO[Si](C)(C)C(C)(C)C)cc(OCOC)c1CC=Cc1ccccc1, [F-]. Product: COCOc1cc(CO)cc(OCOC)c1CC=Cc1ccccc1. RXN SMILES: [CH2:34]([N+:35]([CH2:36][CH2:37][CH2:38][CH3:39])([CH2:40][CH2:41][CH2:42][CH3:43])[CH2:44][CH2:45][CH2:46][CH3:47])[CH2:48][CH2:49][CH3:50].[CH2:51]1[O:52][CH2:53][CH2:54][CH2:55]1.[CH3:1][O:2][CH2:3][O:4][c:5]1[cH:6][c:7]([CH2:8][O:9][Si:10]([C:11]([CH3:12])([CH3:13])[CH3:14])([CH3:15])[CH3:16])[cH:17][c:18]([O:29][CH2:30][O:31][CH3:32])[c:19]1[CH2:20][CH:21]=[CH:22][c:23]1[cH:24][cH:25][cH:26][cH:27][cH:28]1.[F-:33]>>[CH3:1][O:2][CH2:3][O:4][c:5]1[cH:6][c:7]([CH2:8][OH:9])[cH:17][c:18]([O:29][CH2:30][O:31][CH3:32])[c:19]1[CH2:20][CH:21]=[CH:22][c:23]1[cH:24][cH:25][cH:26][cH:27][cH:28]1.